This data is from the Open Reaction Database (ORD), a public repository of structured organic reaction records. The task is: describe an organic reaction: reactants, conditions, products, and yield RXN SMILES: Br[C:2]1[C:10]2[N:9]3[CH2:11][CH2:12][NH:13][C:14](=[O:15])[C:8]3=[C:7]([CH3:16])[C:6]=2[CH:5]=[C:4]([Cl:17])[CH:3]=1.[F:18][C:19]1[C:24]([F:25])=[C:23]([F:26])[CH:22]=[CH:21][C:20]=1B(O)O>>[Cl:17][C:4]1[CH:3]=[C:2]([C:22]2[CH:21]=[CH:20][C:19]([F:18])=[C:24]([F:25])[C:23]=2[F:26])[C:10]2[N:9]3[CH2:11][CH2:12][NH:13][C:14](=[O:15])[C:8]3=[C:7]([CH3:16])[C:6]=2[CH:5]=1. Reactants: solid, BrC1=CC(=CC=2C(=C3N(C12)CCNC3=O)C)Cl (6-bromo-8-chloro-10-methyl-3,4-dihydro-2H-pyrazino[1,2-a]indol-1-one), BrC1=CC(=CC=2C(=C3N(C12)CCNC3=O)C)Cl (6-bromo-8-chloro-10-methyl-3,4-dihydro-2H-pyrazino[1,2-a]indol-1-one), FC1=C(C=CC(=C1F)F)B(O)O (2,3,4-trifluorophenylboronic acid). Yields the product ClC1=CC=2C(=C3N(C2C(=C1)C1=C(C(=C(C=C1)F)F)F)CCNC3=O)C (8-Chloro-10-methyl-6-(2,3,4-trifluoro-phenyl)-3,4-dihydro-2H-pyrazino[1,2-a]indol-1-one). Procedure: The title compound, white solid (32 mg, 18%), MS (ISP) m/z=365.5 [(M+H)+], mp 205.5° C., was prepared in accordance with the general method of example 1 from 6-bromo-8-chloro-10-methyl-3,4-dihydro-2H-pyrazino[1,2-a]indol-1-one (intermediate 12) (157 mg, 0.5 mmol) and commercially available 2,3,4-trifluorophenylboronic acid (114 mg, 0.65 mmol). Reactants: BrC1=CC(=C(C=C1)S(=O)(=O)NC1CCC1)C(F)(F)F (4-bromo-N-cyclobutyl-2-(trifluoromethyl)benzenesulfonamide), C(#N)C1=CC=C(N1C)B(O)O (5-cyano-1-methyl-1H-pyrrol-2-ylboronic acid), [F-].[K+] (potassium fluoride). Reagents/catalysts: C=1C=CC(=CC1)/C=C/C(=O)/C=C/C2=CC=CC=C2.C=1C=CC(=CC1)/C=C/C(=O)/C=C/C2=CC=CC=C2.C=1C=CC(=CC1)/C=C/C(=O)/C=C/C2=CC=CC=C2.[Pd].[Pd] (tris(dibenzylideneacetone)dipalladium(0)), C(C)(C)(C)P(C(C)(C)C)C(C)(C)C (Tri-t-butylphosphine). Reaction conditions: time 16 hour. The product is C(#N)C1=CC=C(N1C)C1=CC(=C(C=C1)S(=O)(=O)NC1CCC1)C(F)(F)F (4-(5-cyano-1-methyl-1H-pyrrol-2-yl)-N-cyclobutyl-2-(trifluoromethyl)benzenesulfonamide). The yield is 56.8%. Reaction SMILES: Br[C:2]1[CH:7]=[CH:6][C:5]([S:8]([NH:11][CH:12]2[CH2:15][CH2:14][CH2:13]2)(=[O:10])=[O:9])=[C:4]([C:16]([F:19])([F:18])[F:17])[CH:3]=1.[C:20]([C:22]1[N:26]([CH3:27])[C:25](B(O)O)=[CH:24][CH:23]=1)#[N:21].[F-].[K+]>C1C=CC(/C=C/C(/C=C/C2C=CC=CC=2)=O)=CC=1.C1C=CC(/C=C/C(/C=C/C2C=CC=CC=2)=O)=CC=1.C1C=CC(/C=C/C(/C=C/C2C=CC=CC=2)=O)=CC=1.[Pd].[Pd].C(P(C(C)(C)C)C(C)(C)C)(C)(C)C>[C:20]([C:22]1[N:26]([CH3:27])[C:25]([C:2]2[CH:7]=[CH:6][C:5]([S:8]([NH:11][CH:12]3[CH2:15][CH2:14][CH2:13]3)(=[O:10])=[O:9])=[C:4]([C:16]([F:19])([F:18])[F:17])[CH:3]=2)=[CH:24][CH:23]=1)#[N:21] |f:2.3,4.5.6.7.8|. Reported procedure: According to general procedure B, 4-bromo-N-cyclobutyl-2-(trifluoromethyl)benzenesulfonamide (200 mg, 0.56 mmol), 5-cyano-1-methyl-1H-pyrrol-2-ylboronic acid (100 mg, 0.67 mmol), potassium fluoride (107 mg, 1.85 mmol), and tris(dibenzylideneacetone)dipalladium(0) (14 mg, 0.01 mmol) were placed in an oven dried flask under nitrogen and dry THF (1.4 mL) was added. Tri-t-butylphosphine (83 μL, 0.02 mmol, 10 wt % in hexane) was added and the reaction was stirred for 16 hours. 4-(5-cyano-1-methyl-1H-... The reactants are ClCCl, CO, CCOC(=O)COc1ccc(SCc2ccc3cn(-c4ccc(C(F)(F)F)cc4)nc3c2)cc1C, Cl, [Na+], [OH-]. The product is Cc1cc(SCc2ccc3cn(-c4ccc(C(F)(F)F)cc4)nc3c2)ccc1OCC(=O)O. RXN SMILES: [CH2:40]([Cl:41])[Cl:42].[CH3:38][OH:39].[CH3:3][c:4]1[c:5]([O:6][CH2:7][C:8](=[O:9])[O:10][CH2:11][CH3:12])[cH:13][cH:14][c:15]([S:17][CH2:18][c:19]2[cH:20][cH:21][c:22]3[cH:23][n:24](-[c:28]4[cH:29][cH:30][c:31]([C:34]([F:35])([F:36])[F:37])[cH:32][cH:33]4)[n:25][c:26]3[cH:27]2)[cH:16]1.[ClH:43].[Na+:2].[OH-:1]>>[CH3:3][c:4]1[c:5]([O:6][CH2:7][C:8](=[O:9])[OH:10])[cH:13][cH:14][c:15]([S:17][CH2:18][c:19]2[cH:20][cH:21][c:22]3[cH:23][n:24](-[c:28]4[cH:29][cH:30][c:31]([C:34]([F:35])([F:36])[F:37])[cH:32][cH:33]4)[n:25][c:26]3[cH:27]2)[cH:16]1. Reactants: CCOC(C)=O, CCN(C(C)C)C(C)C, C=Cn1cnc2c(Nc3ccc(P(C)(C)=O)cc3)nc(Cl)nc21, Cc1cccc(C)c1I, CC(=O)[O-], CC(=O)[O-], [Pd+2], Cc1ccccc1P(c1ccccc1C)c1ccccc1C. Product: Cc1cccc(C)c1C=Cn1cnc2c(Nc3ccc(P(C)(C)=O)cc3)nc(Cl)nc21. As a reaction SMILES: [CH3:64][CH2:65][O:66][C:67]([CH3:68])=[O:69].[CH:55]([N:56]([CH2:57][CH3:58])[CH:59]([CH3:60])[CH3:61])([CH3:62])[CH3:63].[Cl:1][c:2]1[n:3][c:4]([NH:13][c:14]2[cH:15][cH:16][c:17]([P:20](=[O:21])([CH3:22])[CH3:23])[cH:18][cH:19]2)[c:5]2[n:6][cH:7][n:8]([CH:11]=[CH2:12])[c:9]2[n:10]1.[I:46][c:47]1[c:48]([CH3:54])[cH:49][cH:50][cH:51][c:52]1[CH3:53].[O-:71][C:72]([CH3:73])=[O:74].[O-:75][C:76]([CH3:77])=[O:78].[Pd+2:70].[c:24]1([CH3:25])[cH:26][cH:27][cH:28][cH:29][c:30]1[P:31]([c:32]1[cH:33][cH:34][cH:35][cH:36][c:37]1[CH3:38])[c:39]1[cH:40][cH:41][cH:42][cH:43][c:44]1[CH3:45]>>[Cl:1][c:2]1[n:3][c:4]([NH:13][c:14]2[cH:15][cH:16][c:17]([P:20](=[O:21])([CH3:22])[CH3:23])[cH:18][cH:19]2)[c:5]2[n:6][cH:7][n:8]([CH:11]=[CH:12][c:47]3[c:48]([CH3:54])[cH:49][cH:50][cH:51][c:52]3[CH3:53])[c:9]2[n:10]1. The reactants are N(=O)OCCC(C)C (isoamyl nitrite), FC1=C(C=C(C=C1)N)[N+](=O)[O-] (4-fluoro-3-nitrophenylamine), ICI (diiodomethane). Conditions: time 1 hour. Product: FC1=C(C=C(C=C1)I)[N+](=O)[O-] (1-Fluoro-4-iodo-2-nitrobenzene). The yield is 14.0%. Reaction SMILES: N(OCCC(C)C)=O.[F:9][C:10]1[CH:15]=[CH:14][C:13](N)=[CH:12][C:11]=1[N+:17]([O-:19])=[O:18].[I:20]CI>>[F:9][C:10]1[CH:15]=[CH:14][C:13]([I:20])=[CH:12][C:11]=1[N+:17]([O-:19])=[O:18]. Procedure: Add isoamyl nitrite (18.6 g, 160 mmol) to a suspension of 4-fluoro-3-nitrophenylamine (5.0 g, 32 mmol) in diiodomethane (150 mL). Stir under nitrogen at room temperature for 1 h. Heat at 70° C. for 1 h. Cool to room temperature and concentrate. Dilute with dichloromethane (500 mL) and water (100 mL). Collect the organic, concentrate and purify (silica gel chromatography, eluting with a gradient of 100:0 to 80:20 hexanes:ethyl acetate), to give the title compound as a yellow oil (1.22 g, 14%).